Dataset: the Open Reaction Database (ORD), a public repository of structured organic reaction records. Task: describe an organic reaction: reactants, conditions, products, and yield The reactants are C(=O)(O)C1=CC(=C(C=C1)C(N)C(=O)O)C (Racemic 2-(4-carboxy-2-methylphenyl)glycine), N[C@H](CCCCN)C(=O)O (D-lysine). The solvent is O (water). Yields the product C(=O)(O)C1=CC(=C(C=C1)[C@H](N)C(=O)O)C ((S)-2-(4-Carboxy-2-methylphenyl)glycine). As a reaction SMILES: [C:1]([C:4]1[CH:9]=[CH:8][C:7]([CH:10]([C:12]([OH:14])=[O:13])[NH2:11])=[C:6]([CH3:15])[CH:5]=1)([OH:3])=[O:2].N[C@@H](C(O)=O)CCCCN>O>[C:1]([C:4]1[CH:9]=[CH:8][C:7]([C@@H:10]([C:12]([OH:14])=[O:13])[NH2:11])=[C:6]([CH3:15])[CH:5]=1)([OH:3])=[O:2]. Reported procedure: Racemic 2-(4-carboxy-2-methylphenyl)glycine (9.2 g, 44 mmol) and D-lysine (6.43 g, 44 mmol) were dissolved in warm water (60 ml). The solution was filtered to remove trace insolubles and then diluted with methanol (200 ml) and diethyl ether (20 ml). An initial precipitate was removed by filtration and the filtrate allowed to stand. After 6 hours the supernatant was decanted from solid and the solid washed with methanol. The solid was then re-crystallised twice from water-methanol and the resulti... Starting materials: [BH3-]C#N, Cn1ccnc1C=O, CC(=O)O, CO, [Na+], CN(CCCCN1CCCCC1)Cc1ccc(CNCc2ncc[nH]2)cc1. The product is CN(CCCCN1CCCCC1)Cc1ccc(CN(Cc2ncc[nH]2)Cc2nccn2C)cc1. As a reaction SMILES: [C:36]([BH3-:37])#[N:38].[CH3:28][n:29]1[c:30]([CH:34]=[O:35])[n:31][cH:32][cH:33]1.[CH3:40][C:41](=[O:42])[OH:43].[CH3:44][OH:45].[Na+:39].[nH:1]1[c:2]([CH2:6][NH:7][CH2:8][c:9]2[cH:10][cH:11][c:12]([CH2:13][N:14]([CH2:15][CH2:16][CH2:17][CH2:18][N:19]3[CH2:20][CH2:21][CH2:22][CH2:23][CH2:24]3)[CH3:25])[cH:26][cH:27]2)[n:3][cH:4][cH:5]1>>[nH:1]1[c:2]([CH2:6][N:7]([CH2:8][c:9]2[cH:10][cH:11][c:12]([CH2:13][N:14]([CH2:15][CH2:16][CH2:17][CH2:18][N:19]3[CH2:20][CH2:21][CH2:22][CH2:23][CH2:24]3)[CH3:25])[cH:26][cH:27]2)[CH2:34][c:30]2[n:29]([CH3:28])[cH:33][cH:32][n:31]2)[n:3][cH:4][cH:5]1. Starting materials: C=O, O=C1c2ccccc2-c2ccc(N3CC4CNC4C3)cc21, O. Yields the product CN1CC2CN(c3ccc4c(c3)C(=O)c3ccccc3-4)CC21. As a reaction SMILES: [CH2:22]=[O:23].[CH:1]12[CH2:2][N:3]([c:8]3[cH:9][c:10]4[c:18]([cH:19][cH:20]3)-[c:17]3[c:12]([cH:13][cH:14][cH:15][cH:16]3)[C:11]4=[O:21])[CH2:4][CH:5]1[NH:6][CH2:7]2.[OH2:24]>>[CH:1]12[CH2:2][N:3]([c:8]3[cH:9][c:10]4[c:18]([cH:19][cH:20]3)-[c:17]3[c:12]([cH:13][cH:14][cH:15][cH:16]3)[C:11]4=[O:21])[CH2:4][CH:5]1[N:6]([CH3:22])[CH2:7]2.